Dataset: the Open Reaction Database (ORD), a public repository of structured organic reaction records. Task: describe an organic reaction: reactants, conditions, products, and yield The reactants are O(C(C)C)C(C)C (2,2'-oxybispropane), 23, COC1=CC=C(C=C1)N1CCN(CC1)C1=CC=C(C=C1)NC(=S)NN (N-{4-[4-(4-methoxyphenyl)-1-piperazinyl]phenyl}hydrazinecarbothioamide), C(C)(=O)O.C(N)=N (methanimidamide acetate). Run in C(CCC)O (1-butanol). Yields the product 17.7, COC1=CC=C(C=C1)N1CCN(CC1)C1=CC=C(C=C1)N1C(=NN=C1)S (4-{4-[4-(4-methoxyphenyl)-1-piperazinyl]phenyl}-4H-1,2,4-triazole-3-thiol). As a reaction SMILES: [CH3:1][O:2][C:3]1[CH:8]=[CH:7][C:6]([N:9]2[CH2:14][CH2:13][N:12]([C:15]3[CH:20]=[CH:19][C:18]([NH:21][C:22]([NH:24][NH2:25])=[S:23])=[CH:17][CH:16]=3)[CH2:11][CH2:10]2)=[CH:5][CH:4]=1.[C:26](O)(=O)C.C(=N)N.O(C(C)C)C(C)C>C(O)CCC>[CH3:1][O:2][C:3]1[CH:8]=[CH:7][C:6]([N:9]2[CH2:10][CH2:11][N:12]([C:15]3[CH:20]=[CH:19][C:18]([N:21]4[CH:26]=[N:25][N:24]=[C:22]4[SH:23])=[CH:17][CH:16]=3)[CH2:13][CH2:14]2)=[CH:5][CH:4]=1 |f:1.2|. Procedure: A mixture of 23 parts of N-{4-[4-(4-methoxyphenyl)-1-piperazinyl]phenyl}hydrazinecarbothioamide, 23 parts of methanimidamide acetate and 80 parts of 1-butanol is stirred and refluxed for 1 hour. The reaction mixture is cooled and poured onto water. 2,2'-oxybispropane is added. The precipitated product is filtered off, washed with water and with methanol and crystallized from 1-butanol, yielding 17.7 parts of 4-{4-[4-(4-methoxyphenyl)-1-piperazinyl]phenyl}-4H-1,2,4-triazole-3-thiol; mp. 231.9° C. The reactants are CCCCc1ccc(C#Cc2ccc(CN(Cc3ccc(OCC(=O)OC)cc3)C(=O)Nc3ccc(C(C)(C)C)cc3)cc2)cc1, C1CCOC1, CO, [Na+], [OH-]. The product is CCCCc1ccc(C#Cc2ccc(CN(Cc3ccc(OCC(=O)O)cc3)C(=O)Nc3ccc(C(C)(C)C)cc3)cc2)cc1. Reaction SMILES: [C:1]([CH3:2])([CH3:3])([CH3:4])[c:5]1[cH:6][cH:7][c:8]([NH:11][C:12](=[O:13])[N:14]([CH2:15][c:16]2[cH:17][cH:18][c:19]([C:22]#[C:23][c:24]3[cH:25][cH:26][c:27]([CH2:30][CH2:31][CH2:32][CH3:33])[cH:28][cH:29]3)[cH:20][cH:21]2)[CH2:34][c:35]2[cH:36][cH:37][c:38]([O:39][CH2:40][C:41](=[O:42])[O:43][CH3:44])[cH:45][cH:46]2)[cH:9][cH:10]1.[CH2:51]1[O:52][CH2:53][CH2:54][CH2:55]1.[CH3:49][OH:50].[Na+:48].[OH-:47]>>[C:1]([CH3:2])([CH3:3])([CH3:4])[c:5]1[cH:6][cH:7][c:8]([NH:11][C:12](=[O:13])[N:14]([CH2:15][c:16]2[cH:17][cH:18][c:19]([C:22]#[C:23][c:24]3[cH:25][cH:26][c:27]([CH2:30][CH2:31][CH2:32][CH3:33])[cH:28][cH:29]3)[cH:20][cH:21]2)[CH2:34][c:35]2[cH:36][cH:37][c:38]([O:39][CH2:40][C:41](=[O:42])[OH:43])[cH:45][cH:46]2)[cH:9][cH:10]1. Product: CCNS(=O)(=O)c1ccc2c(c1)nc(Cc1ccc(OCC)cc1)n2CC1CC1, Cl. As a reaction SMILES: [CH2:28]([CH3:29])[NH2:30].[CH3:40][CH2:41][O:42][CH2:43][CH3:44].[CH:1]1([CH2:4][n:5]2[c:6]([CH2:18][c:19]3[cH:20][cH:21][c:22]([O:25][CH2:26][CH3:27])[cH:23][cH:24]3)[n:7][c:8]3[c:9]2[cH:10][cH:11][c:12]([S:14](=[O:15])(=[O:16])[Cl:17])[cH:13]3)[CH2:2][CH2:3]1.[Cl:37][CH2:38][Cl:39].[cH:31]1[cH:32][cH:33][n:34][cH:35][cH:36]1>>[CH:1]1([CH2:4][n:5]2[c:6]([CH2:18][c:19]3[cH:20][cH:21][c:22]([O:25][CH2:26][CH3:27])[cH:23][cH:24]3)[n:7][c:8]3[c:9]2[cH:10][cH:11][c:12]([S:14](=[O:15])(=[O:16])[NH:30][CH2:28][CH3:29])[cH:13]3)[CH2:2][CH2:3]1.[ClH:17]. Starting materials: CCN, CCOCC, CCOc1ccc(Cc2nc3cc(S(=O)(=O)Cl)ccc3n2CC2CC2)cc1, ClCCl, c1ccncc1. The reactants are C(C)(C)(C)OC(=O)N[C@@H](C(C)C)[C@@H]1CC=2N(C3=CC=CC=C3C2C=2C(OC(C2C2=CN(C3=CC=CC=C23)C2=CC=CC=C2)=O)=O)CC1 (3[8(S)-[1(S)-tert.butoxy formamido-2-methylpropyl]-6,7,8,9-tetrahydropyrido[1,2-a]indol-10-yl]-4-(1-phenyl-3-indolyl)-furan-2,5-dione), C[Si](N[Si](C)(C)C)(C)C (hexamethyldisilazane), CO (methanol), CN(C=O)C (N,N-dimethylformamide), C[Si](N[Si](C)(C)C)(C)C (hexamethyldisilazane), CO (methanol). Conditions: temperature 50 celsius. Product: C(C)(C)(C)OC(=O)N[C@@H](C(C)C)[C@@H]1CC=2N(C3=CC=CC=C3C2C=2C(NC(C2C2=CN(C3=CC=CC=C23)C2=CC=CC=C2)=O)=O)CC1 (3[8(S)-[1(S)-tert.butoxyformamido-2-methylpropyl]-6,7,8,9-tetrahydropyrido[1,2-a]indol-10-yl]-4-(1-phenyl-3-indolyl)-1H-pyrrole-2,5-dione). RXN SMILES: [C:1]([O:5][C:6]([NH:8][C@H:9]([C@H:13]1[CH2:47][CH2:46][N:16]2[C:17]3[C:22]([C:23]([C:24]4C(=O)OC(=O)[C:28]=4[C:29]4[C:37]5[C:32](=[CH:33][CH:34]=[CH:35][CH:36]=5)[N:31]([C:38]5[CH:43]=[CH:42][CH:41]=[CH:40][CH:39]=5)[CH:30]=4)=[C:15]2[CH2:14]1)=[CH:21][CH:20]=[CH:19][CH:18]=3)[CH:10]([CH3:12])[CH3:11])=[O:7])([CH3:4])([CH3:3])[CH3:2].C[Si](C)(C)N[Si](C)(C)C.C[OH:58].C[N:60]([CH3:63])[CH:61]=[O:62]>>[C:1]([O:5][C:6]([NH:8][C@H:9]([C@H:13]1[CH2:47][CH2:46][N:16]2[C:17]3[C:22]([C:23]([C:24]4[C:63](=[O:58])[NH:60][C:61](=[O:62])[C:28]=4[C:29]4[C:37]5[C:32](=[CH:33][CH:34]=[CH:35][CH:36]=5)[N:31]([C:38]5[CH:43]=[CH:42][CH:41]=[CH:40][CH:39]=5)[CH:30]=4)=[C:15]2[CH2:14]1)=[CH:21][CH:20]=[CH:19][CH:18]=3)[CH:10]([CH3:12])[CH3:11])=[O:7])([CH3:3])([CH3:4])[CH3:2]. Reported procedure: A solution of 1.6 g (2.54 mmol) of 3[8(S)-[1(S)-tert.butoxy formamido-2-methylpropyl]-6,7,8,9-tetrahydropyrido[1,2-a]indol-10-yl]-4-(1-phenyl-3-indolyl)-furan-2,5-dione in 20 ml of dry N,N-dimethylformamide was treated with 5.35 ml (25.4 mmol) of hexamethyldisilazane and 0.41 g (12.8 mmol) of methanol. The solution was heated at 50° C. for 3 hours and then treated with an additional 5.35 ml (24.8 mmol) of hexamethyldisilazane and 0.41 g (12.8 mmol) of methanol. After a total of 6 hours the solve... Reported procedure: Prepared by the method described for Example 51 from N-[1,3,4,5-tetrahydro-8-methyl-5-oxo-3-(2-oxopropyl)-2H-[1]benzopyrano[3,4-c]pyridin-9-yl]acetamide (5.1 g, 0.016 moles) and methylamine (2.2 ml, 0.050 moles). Sufficient methanol is added to effect solution. Recrystallization from ethanol gave the product (3.0 g), mp 187°-188° C. Reactants: CC1=CC2=C(C=C1NC(C)=O)C1=C(CN(CC1)CC(C)=O)C(O2)=O (N-[1,3,4,5-tetrahydro-8-methyl-5-oxo-3-(2-oxopropyl)-2H-[1]benzopyrano[3,4-c]pyridin-9-yl]acetamide), CN (methylamine). The solvent is CO (methanol). The product is CC1=CC2=C(C=C1NC(C)=O)C1=C(CN(CC1)CC(C)NC)C(O2)=O (N-[1,3,4,5-Tetrahydro-8-methyl-3-[2-(methylamino)propyl]-5-oxo-2H-[1]benzopyrano[3,4-c]pyridin-9-yl]acetamide). RXN SMILES: [CH3:1][C:2]1[C:7]([NH:8][C:9](=[O:11])[CH3:10])=[CH:6][C:5]2[C:12]3[CH2:17][CH2:16][N:15]([CH2:18][C:19](=O)[CH3:20])[CH2:14][C:13]=3[C:22](=[O:24])[O:23][C:4]=2[CH:3]=1.[CH3:25][NH2:26]>CO>[CH3:1][C:2]1[C:7]([NH:8][C:9](=[O:11])[CH3:10])=[CH:6][C:5]2[C:12]3[CH2:17][CH2:16][N:15]([CH2:18][CH:19]([NH:26][CH3:25])[CH3:20])[CH2:14][C:13]=3[C:22](=[O:24])[O:23][C:4]=2[CH:3]=1. Isolated yield 54.6%. Starting materials: C(#N)C=1C(=NC(=CN1)C(C)C)N=CN(C)C (N′-(3-Cyano-6-isopropyl-pyrazin-2-yl)-N,N-dimethyl-formamidine), NC1=C(C=CC(=C1)OCC1=CC=CC=C1)SC1=CC=C(C=C1)O (4-(2-Amino-4-benzyloxy-phenylsulfanyl)-phenol). Run in C(C)(=O)O (acetic acid). The product is C(C1=CC=CC=C1)OC1=CC(=C(C=C1)SC1=CC=C(C=C1)O)NC1=NC=NC2=NC(=CN=C12)C(C)C (4-[4-Benzyloxy-2-(7-isopropyl-pteridin-4-ylamino)-phenylsulfanyl]-phenol). Isolated yield 53.0%. As a reaction SMILES: [C:1]([C:3]1[C:4]([N:12]=[CH:13][N:14](C)C)=[N:5][C:6]([CH:9]([CH3:11])[CH3:10])=[CH:7][N:8]=1)#[N:2].N[C:18]1[CH:23]=[C:22]([O:24][CH2:25][C:26]2[CH:31]=[CH:30][CH:29]=[CH:28][CH:27]=2)[CH:21]=[CH:20][C:19]=1[S:32][C:33]1[CH:38]=[CH:37][C:36]([OH:39])=[CH:35][CH:34]=1>C(O)(=O)C>[CH2:25]([O:24][C:22]1[CH:21]=[CH:20][C:19]([S:32][C:33]2[CH:34]=[CH:35][C:36]([OH:39])=[CH:37][CH:38]=2)=[C:18]([NH:2][C:1]2[C:3]3[C:4](=[N:5][C:6]([CH:9]([CH3:10])[CH3:11])=[CH:7][N:8]=3)[N:12]=[CH:13][N:14]=2)[CH:23]=1)[C:26]1[CH:27]=[CH:28][CH:29]=[CH:30][CH:31]=1. Procedure: A mixture of the product from Example 244C (56.2 mg, 0.259 mmol) and the product from Example 27A in acetic acid (1 mL) was heated under reflux for 2 h. The reaction mixture was cooled to room temperature and evaporated under reduced pressure. The resulting residue was triturated with methanol to provide the title compound (55.5 mg, 53% yield) as a beige solid. 1H NMR (300 MHz, DMSO-D6) δ ppm: 10.37 (s, 1H), 9.65 (s, 1H), 9.03 (s, 1H), 8.80 (s, 1H), 8.31 (s, 1H), 7.38 (d, J=8.09 Hz, 1H), 7.21 (d... Starting materials: Cc1cc(OCCCON)cc(OS(=O)(=O)c2ccccc2C#N)c1, CN(C)C=O, Cl, N=C(N)c1cc[nH]n1. The product is Cc1cc(OCCCO)cc(OS(=O)(=O)c2ccccc2C#N)c1, Cl. RXN SMILES: [C:1](#[N:2])[c:3]1[c:4]([S:9](=[O:10])(=[O:11])[O:12][c:13]2[cH:14][c:15]([O:16][CH2:17][CH2:18][CH2:19][O:20][NH2:21])[cH:22][c:23]([CH3:25])[cH:24]2)[cH:5][cH:6][cH:7][cH:8]1.[CH3:35][N:36]([CH3:37])[CH:38]=[O:39].[ClH:26].[nH:27]1[cH:28][cH:29][c:30]([C:31]([NH2:32])=[NH:33])[n:34]1>>[C:1](#[N:2])[c:3]1[c:4]([S:9](=[O:10])(=[O:11])[O:12][c:13]2[cH:14][c:15]([O:16][CH2:17][CH2:18][CH2:19][OH:20])[cH:22][c:23]([CH3:25])[cH:24]2)[cH:5][cH:6][cH:7][cH:8]1.[ClH:26]. Reactants: BrC=1C(=CNC(C1)=O)C#N (4-bromo-6-oxo-1,6-dihydropyridin-3-carbonitrile), BrC(C(=O)O)C (2-bromopropanoic acid). Product: BrC1=CC(N(C=C1C#N)C(C(=O)O)C)=O (2-(4-Bromo-5-cyano-2-oxopyridin-1(2H)-yl)propanoic acid). RXN SMILES: [Br:1][C:2]1[C:3]([C:9]#[N:10])=[CH:4][NH:5][C:6](=[O:8])[CH:7]=1.Br[CH:12]([CH3:16])[C:13]([OH:15])=[O:14]>>[Br:1][C:2]1[C:3]([C:9]#[N:10])=[CH:4][N:5]([CH:12]([CH3:16])[C:13]([OH:15])=[O:14])[C:6](=[O:8])[CH:7]=1. Procedure: 1.0 g (purity 77%, 3.87 mmol) of 4-bromo-6-oxo-1,6-dihydropyridin-3-carbonitrile and 1.5 eq. of 2-bromopropanoic acid (racemate) were reacted according to General Method 4A at 35-45° C. After aqueous work-up, the crude product was triturated with cyclohexane/dichloromethane, and the solid was filtered off and dried under high vacuum. Yield: 648 mg (purity 66%, 41% of theory)